This data is from the Open Reaction Database (ORD), a public repository of structured organic reaction records. The task is: describe an organic reaction: reactants, conditions, products, and yield The reactants are C(C)(C)(C)OC(=O)N1CCC(CC1)(C(=O)O)C (1-(tert-butoxycarbonyl)-4-methylpiperidine-4-carboxylic acid), C1=CN(C=N1)C(=O)N2C=CN=C2 (CDI), [OH-].[NH4+] (Ammonium hydroxide). The solvent is CN(C)C=O (DMF). Conditions: temperature 60 celsius, time 30 minute. The product is C(N)(=O)C1(CCN(CC1)C(=O)OC(C)(C)C)C (tert-Butyl 4-carbamoyl-4-methylpiperidine-1-carboxylate). Isolated yield 89.9%. Reaction SMILES: [C:1]([O:5][C:6]([N:8]1[CH2:13][CH2:12][C:11]([CH3:17])([C:14](O)=[O:15])[CH2:10][CH2:9]1)=[O:7])([CH3:4])([CH3:3])[CH3:2].C1N=C[N:20](C(N2C=NC=C2)=O)C=1.[OH-].[NH4+]>CN(C=O)C>[C:14]([C:11]1([CH3:17])[CH2:12][CH2:13][N:8]([C:6]([O:5][C:1]([CH3:4])([CH3:3])[CH3:2])=[O:7])[CH2:9][CH2:10]1)(=[O:15])[NH2:20] |f:2.3|. Procedure details: To a solution of 1-(tert-butoxycarbonyl)-4-methylpiperidine-4-carboxylic acid (2.85 g, 11.7 mmol) in DMF (57 mL) was added CDI (2.28 g, 14.1 mmol). The mixture was stirred at 60° C. for 30 minutes, then cooled to room temperature. Ammonium hydroxide (18.2 mL, 117 mmol) was added cautiously and stirring continued for 1 hour. The mixture was then evaporated to give a colourless oil. It was extracted with ethyl acetate and the organic layer washed with HCl (1 M), with water, sodium hydrogen carbona... Product: Cc1cc(C(=O)O)ccc1-c1ccc(C(F)(F)F)cc1. Reaction SMILES: [CH3:24][OH:25].[CH3:3][O:4][C:5](=[O:6])[c:7]1[cH:8][c:9]([CH3:23])[c:10](-[c:13]2[cH:14][cH:15][c:16]([C:19]([F:20])([F:21])[F:22])[cH:17][cH:18]2)[cH:11][cH:12]1.[Na+:2].[OH-:1]>>[O:4]=[C:5]([OH:6])[c:7]1[cH:8][c:9]([CH3:23])[c:10](-[c:13]2[cH:14][cH:15][c:16]([C:19]([F:20])([F:21])[F:22])[cH:17][cH:18]2)[cH:11][cH:12]1. Reactants: CO, COC(=O)c1ccc(-c2ccc(C(F)(F)F)cc2)c(C)c1, [Na+], [OH-]. Starting materials: CC1(OC[C@@H](O1)CCNC(=O)C1NC(C(C1C1=C(C(=CC=C1)Cl)F)(C#N)C1=C(C=C(C=C1)Cl)F)CC(C=C)(C)C)C (rac-(2R,3S,4R,5S)-3-(3-chloro-2-fluoro-phenyl)-4-(4-chloro-2-fluoro-phenyl)-4-cyano-5-(2,2-dimethyl-but-3-enyl)-pyrrolidine-2-carboxylic acid [2-((S)-2,2-dimethyl-[1,3]dioxolan-4-yl)-ethyl]-amide), Cl (HCl). Solvent: O1CCCC1 (tetrahydrofuran). Yields the product O[C@@H](CCNC(=O)C1NC(C(C1C1=C(C(=CC=C1)Cl)F)(C#N)C1=C(C=C(C=C1)Cl)F)CC(C=C)(C)C)CO (rac-(2R,3S,4R,5S)-3-(3-chloro-2-fluoro-phenyl)-4-(4-chloro-2-fluoro-phenyl)-4-cyano-5-(2,2-dimethyl-but-3-enyl)-pyrrolidine-2-carboxylic acid ((S)-3,4-dihydroxy-butyl)-amide). Yield: 95.7%. Reaction SMILES: CC1(C)[O:6][C@@H:5]([CH2:7][CH2:8][NH:9][C:10]([CH:12]2[CH:16]([C:17]3[CH:22]=[CH:21][CH:20]=[C:19]([Cl:23])[C:18]=3[F:24])[C:15]([C:27]3[CH:32]=[CH:31][C:30]([Cl:33])=[CH:29][C:28]=3[F:34])([C:25]#[N:26])[CH:14]([CH2:35][C:36]([CH3:40])([CH3:39])[CH:37]=[CH2:38])[NH:13]2)=[O:11])[CH2:4][O:3]1.Cl>O1CCCC1>[OH:6][C@H:5]([CH2:4][OH:3])[CH2:7][CH2:8][NH:9][C:10]([CH:12]1[CH:16]([C:17]2[CH:22]=[CH:21][CH:20]=[C:19]([Cl:23])[C:18]=2[F:24])[C:15]([C:27]2[CH:32]=[CH:31][C:30]([Cl:33])=[CH:29][C:28]=2[F:34])([C:25]#[N:26])[CH:14]([CH2:35][C:36]([CH3:39])([CH3:40])[CH:37]=[CH2:38])[NH:13]1)=[O:11]. Procedure details: In a manner similar to the method described in Example 42d, rac-(2R,3S,4R,5S)-3-(3-chloro-2-fluoro-phenyl)-4-(4-chloro-2-fluoro-phenyl)-4-cyano-5-(2,2-dimethyl-but-3-enyl)-pyrrolidine-2-carboxylic acid [2-((S)-2,2-dimethyl-[1,3]dioxolan-4-yl)-ethyl]-amide prepared in Example 80d (0.36 g, 0.59 mmol) was reacted with aqueous HCl solution (1 N, 1 mL) in tetrahydrofuran (10 mL) at room temperature for 2 h to give rac-(2R,3S,4R,5S)-3-(3-chloro-2-fluoro-phenyl)-4-(4-chloro-2-fluoro-phenyl)-4-cyano-5-(...